Dataset: the Open Reaction Database (ORD), a public repository of structured organic reaction records. Task: describe an organic reaction: reactants, conditions, products, and yield Reactants: CCOC(=O)C(=NOCSC)c1csc(NC=O)n1, CO, Cl, [Na+], [OH-]. As a reaction SMILES: [CH3:1][S:2][CH2:3][O:4][N:5]=[C:6]([C:7](=[O:8])[O:9][CH2:10][CH3:11])[c:12]1[n:13][c:14]([NH:17][CH:18]=[O:19])[s:15][cH:16]1.[CH3:23][OH:24].[ClH:22].[Na+:21].[OH-:20]>>[CH3:1][S:2][CH2:3][O:4][N:5]=[C:6]([C:7](=[O:8])[OH:9])[c:12]1[n:13][c:14]([NH:17][CH:18]=[O:19])[s:15][cH:16]1. Yields the product CSCON=C(C(=O)O)c1csc(NC=O)n1. Reactants: COC1=C(CN2C(N(C3=C(C2=O)C=C(S3)CC)CC3=CC=C(C=C3)C=3C(=CC=CC3)C#N)=O)C=CC(=C1)OC (4′-{[3-(2,4-dimethoxybenzyl)-6-ethyl-2,4-dioxo-3,4-dihydrothieno[2,3-d]pyrimidin-1(2H)-yl]methyl}biphenyl-2-carbonitrile), FC(C(=O)O)(F)F (trifluoroacetic acid). Solvent: C1(=CC=CC=C1)C (toluene). Reaction conditions: temperature 50 celsius, time 2 hour. The product is C(C)C1=CC2=C(N(C(NC2=O)=O)CC2=CC=C(C=C2)C=2C(=CC=CC2)C#N)S1 (4′-[(6-ethyl-2,4-dioxo-3,4-dihydrothieno[2,3-d]pyrimidin-1(2H)-yl)methyl]biphenyl-2-carbonitrile). Isolated yield 100.0%. Reaction SMILES: COC1C=C(OC)C=CC=1C[N:6]1[C:11](=[O:12])[C:10]2[CH:13]=[C:14]([CH2:16][CH3:17])[S:15][C:9]=2[N:8]([CH2:18][C:19]2[CH:24]=[CH:23][C:22]([C:25]3[C:26]([C:31]#[N:32])=[CH:27][CH:28]=[CH:29][CH:30]=3)=[CH:21][CH:20]=2)[C:7]1=[O:33].FC(F)(F)C(O)=O>C1(C)C=CC=CC=1>[CH2:16]([C:14]1[S:15][C:9]2[N:8]([CH2:18][C:19]3[CH:24]=[CH:23][C:22]([C:25]4[C:26]([C:31]#[N:32])=[CH:27][CH:28]=[CH:29][CH:30]=4)=[CH:21][CH:20]=3)[C:7](=[O:33])[NH:6][C:11](=[O:12])[C:10]=2[CH:13]=1)[CH3:17]. Procedure details: A mixture of 4′-{[3-(2,4-dimethoxybenzyl)-6-ethyl-2,4-dioxo-3,4-dihydrothieno[2,3-d]pyrimidin-1(2H)-yl]methyl}biphenyl-2-carbonitrile (64 g) and trifluoroacetic acid (300 mL) was stirred at 50° C. for 2 hr. To the reaction mixture was added toluene (300 mL), and the mixture was concentrated under reduced pressure. To the obtained residue was added ethyl acetate (150 mL), and the mixture was concentrated under reduced pressure. The precipitated solid was collected by filtration to give the title ... The reactants are C1=CC=CC2=C1C1=C(S2)C=C2C=C3C=CC=CC3=CC2=C1 (anthra[2,3-b]benzo[d]thiophene), C1=CC=CC=2SC3=C(C21)C=CC=C3 (dibenzothiophene), C1(C=2C(C(=O)O1)=CC=CC2)=O (phthalic anhydride), [Cl-].[Al+3].[Cl-].[Cl-] (aluminum chloride), P(Cl)(Cl)(Cl)(Cl)Cl (phosphorus pentachloride). Yields the product C1=CC=CC2=C1C1=C(S2)C=C2C(C=3C=CC=CC3C(C2=C1)=O)=O (anthra[2,3-b]benzo[d]thiophene-7,12-dione). RXN SMILES: C1C2C3C=C4C(C=C5C(=C4)C=CC=C5)=CC=3SC=2C=CC=1.[CH:22]1[C:30]2[C:29]3[CH:31]=[CH:32][CH:33]=[CH:34][C:28]=3[S:27][C:26]=2[CH:25]=[CH:24][CH:23]=1.[C:35]1(=O)[O:40][C:38](=[O:39])[C:37]2=[CH:41][CH:42]=[CH:43][CH:44]=[C:36]12.[Cl-].[Al+3].[Cl-].[Cl-].P(Cl)(Cl)(Cl)(Cl)Cl>>[CH:31]1[C:29]2[C:30]3[CH:22]=[C:23]4[C:24]([C:35](=[O:40])[C:36]5[CH:44]=[CH:43][CH:42]=[CH:41][C:37]=5[C:38]4=[O:39])=[CH:25][C:26]=3[S:27][C:28]=2[CH:34]=[CH:33][CH:32]=1 |f:3.4.5.6|. Reported procedure: The synthesis of the anthra[2,3-b]benzo[d]thiophene unit with added trialkylsilylethynyl groups is shown in Scheme 1. Commercially available dibenzothiophene undertakes a Friedel-Crafts reaction with phthalic anhydride to give 2-(2′-carboxybenzoyl)dibenzothiaphene. The acid is then treated with aluminum chloride and phosphorus pentachloride to yield anthra[2,3-b]benzo[d]thiophene-7,12-dione. The dione is alkylated with the lithium salt of the trialkylsilylacetylene reagent followed by aromatisat... Reactants: CC(C)(C)C(=O)Nc1cc2c(O)n(C#C[Si](C)(C)C)cnc-2n1, CCCC[N+](CCCC)(CCCC)CCCC, [F-], C1CCOC1. Product: C#Cn1cnc2nc(NC(=O)C(C)(C)C)cc-2c1O. As a reaction SMILES: [CH3:1][Si:2]([CH3:3])([CH3:4])[C:5]#[C:6][n:7]1[cH:8][n:9][c:10]2[n:16][c:15]([NH:17][C:18]([C:19]([CH3:20])([CH3:21])[CH3:22])=[O:23])[cH:14][c:11]-2[c:12]1[OH:13].[CH3:25][CH2:26][CH2:27][CH2:28][N+:29]([CH2:30][CH2:31][CH2:32][CH3:33])([CH2:34][CH2:35][CH2:36][CH3:37])[CH2:38][CH2:39][CH2:40][CH3:41].[F-:24].[O:42]1[CH2:43][CH2:44][CH2:45][CH2:46]1>>[CH:5]#[C:6][n:7]1[cH:8][n:9][c:10]2[n:16][c:15]([NH:17][C:18]([C:19]([CH3:20])([CH3:21])[CH3:22])=[O:23])[cH:14][c:11]-2[c:12]1[OH:13].